Dataset: the Open Reaction Database (ORD), a public repository of structured organic reaction records. Task: describe an organic reaction: reactants, conditions, products, and yield The reactants are CCO, COC(=O)c1cnc(OC)c(C=C(C)C)c1. Yields the product COC(=O)c1cnc(OC)c(CC(C)C)c1. As a reaction SMILES: [CH3:17][CH2:18][OH:19].[CH3:1][O:2][C:3]([c:4]1[cH:5][n:6][c:7]([O:14][CH3:15])[c:8]([CH:10]=[C:11]([CH3:12])[CH3:13])[cH:9]1)=[O:16]>>[CH3:1][O:2][C:3]([c:4]1[cH:5][n:6][c:7]([O:14][CH3:15])[c:8]([CH2:10][CH:11]([CH3:12])[CH3:13])[cH:9]1)=[O:16]. The reactants are C([O-])(O)=O.[Na+] (sodium bicarbonate), C(CCC)N(C(CO)=O)CCCC (N,N-di-n-butyl-2-hydroxyacetamide), O1C(C(=O)OC)C1(C1=CC=CC=C1)C1=CC=CC=C1 (methyl 2,3-epoxy-3,3-diphenylpropionate), C1(=CC=C(C=C1)S(=O)(=O)O)C (p-toluenesulfonic acid). Run in C(Cl)Cl (methylene chloride). Run at time 24 hour. Product: OC(C(=O)OC)C(C1=CC=CC=C1)(C1=CC=CC=C1)OCC(N(CCCC)CCCC)=O (Methyl 2-hydroxy-3-(N,N-di-n-butylcarbamoylmethoxy)-3,3-diphenylpropionate). Yield: 45.7%. RXN SMILES: [CH2:1]([N:5]([CH2:10][CH2:11][CH2:12][CH3:13])[C:6](=[O:9])[CH2:7][OH:8])[CH2:2][CH2:3][CH3:4].[O:14]1[C:20]([C:27]2[CH:32]=[CH:31][CH:30]=[CH:29][CH:28]=2)([C:21]2[CH:26]=[CH:25][CH:24]=[CH:23][CH:22]=2)[CH:15]1[C:16]([O:18][CH3:19])=[O:17].C1(C)C=CC(S(O)(=O)=O)=CC=1.C(=O)(O)[O-].[Na+]>C(Cl)Cl>[OH:14][CH:15]([C:20]([O:8][CH2:7][C:6](=[O:9])[N:5]([CH2:10][CH2:11][CH2:12][CH3:13])[CH2:1][CH2:2][CH2:3][CH3:4])([C:27]1[CH:32]=[CH:31][CH:30]=[CH:29][CH:28]=1)[C:21]1[CH:22]=[CH:23][CH:24]=[CH:25][CH:26]=1)[C:16]([O:18][CH3:19])=[O:17] |f:3.4|. Reported procedure: 1.3 g of N,N-di-n-butyl-2-hydroxyacetamide and 1.8 g of methyl 2,3-epoxy-3,3-diphenylpropionate were dissolved in 30 ml of methylene chloride and, while cooling in ice, a catalytic amount of p-toluenesulfonic acid was added. The mixture was stirred at room temperature for 24 hours and then added to sodium bicarbonate solution, the organic phase was separated off and dried over magnesium sulfate, and the solvent was distilled off. The residue was purified by chromatography, and 1.4 g of an oil we... Reactants: C(C)OC(C(CC=1C=NC(=C(C1)C)N)(C)CSC(C)=O)=O (2-Acetylsulfanylmethyl-3-(6-amino-5-methyl-pyridin-3-yl)-2-methyl-propionic acid ethyl ester). The solvent is Cl (HCl). Yields the product NC1=C(C=C(C=N1)CC(C(=O)O)(C)CS)C (3-(6-Amino-5-methyl-pyridin-3-yl)-2-mercaptomethyl-2-methyl-propionic acid), hydrochloride salt. Yield: 96.0%. As a reaction SMILES: C([O:3][C:4](=[O:21])[C:5]([CH2:16][S:17]C(=O)C)([CH3:15])[CH2:6][C:7]1[CH:8]=[N:9][C:10]([NH2:14])=[C:11]([CH3:13])[CH:12]=1)C>Cl>[NH2:14][C:10]1[N:9]=[CH:8][C:7]([CH2:6][C:5]([CH2:16][SH:17])([CH3:15])[C:4]([OH:21])=[O:3])=[CH:12][C:11]=1[CH3:13]. Reported procedure: 2-Acetylsulfanylmethyl-3-(6-amino-5-methyl-pyridin-3-yl)-2-methyl-propionic acid ethyl ester (17 mg, 40 μmol) was dissolved in conc. HCl (2 mL) under argon. The solution was heated to reflux for 150 min. Concentration under reduced pressure gave the title compound as the hydrochloride salt (10.7 mg, 96%). Starting materials: COC1=NC(=NC(=C1)OC)C(C(=O)OCC)(C(=O)OCC)C(C)C (diethyl 2-(4,6-dimethoxypyrimidin-2-yl)-2-isopropylmalonate), [OH-].[Na+] (sodium hydroxide), O (water). Run in CO (methanol). Yields the product COC1=NC(=NC(=C1)OC)C(C(=O)O)C(C)C (2-(4,6-dimethoxypyrimidin-2-yl)-3-methylbutyric acid), powder. The yield is 75.1%. Reaction SMILES: [CH3:1][O:2][C:3]1[CH:8]=[C:7]([O:9][CH3:10])[N:6]=[C:5]([C:11]([CH:22]([CH3:24])[CH3:23])(C(OCC)=O)[C:12]([O:14]CC)=[O:13])[N:4]=1.[OH-].[Na+].O>CO>[CH3:10][O:9][C:7]1[CH:8]=[C:3]([O:2][CH3:1])[N:4]=[C:5]([CH:11]([CH:22]([CH3:24])[CH3:23])[C:12]([OH:14])=[O:13])[N:6]=1 |f:1.2|. Procedure: 10 g of diethyl 2-(4,6-dimethoxypyrimidin-2-yl)-2-isopropylmalonate, 5,0 g of sodium hydroxide, 20 ml of water and 50 ml of methanol were placed in a round bottom flask, and were stirred under heat-refluxing for 6 hours. The reaction liquor was concentrated, and 100 ml of water was added thereto. The reaction liquor was adjusted to a pH of from 3 to 4 with a dilute hydrochloric acid under cooling with ice, and was extracted twice with 100 ml of diethyl ether. The extracted liquor was washed with... Reactants: C(C(=O)C)O[C@@H]1[C@H](C(N1C(C(=O)OC(C1=CC=CC=C1)C1=CC=CC=C1)O)=O)NC(CC1=CC=CC=C1)=O (diphenylmethyl α-[4(R)-acetonyloxy-3(R)-phenylacetamido-2-oxo-azetidin-1-yl]glycolate), S(=O)(Cl)Cl (thionyl chloride), N1=CC=CC=C1 (pyridine), ice water, crude product. The solvent is C(Cl)Cl (methylene chloride). Reaction conditions: temperature 0 celsius. The product is C(C(=O)C)O[C@@H]1[C@H](C(N1C(C(=O)OC(C1=CC=CC=C1)C1=CC=CC=C1)Cl)=O)NC(CC1=CC=CC=C1)=O (Diphenylmethyl α-[4(R)-acetonyloxy-3(R)phenylacetamido-2-oxo-azetidin-1-yl]-α-chloroacetate). Reaction SMILES: [CH2:1]([O:5][C@H:6]1[N:9]([CH:10](O)[C:11]([O:13][CH:14]([C:21]2[CH:26]=[CH:25][CH:24]=[CH:23][CH:22]=2)[C:15]2[CH:20]=[CH:19][CH:18]=[CH:17][CH:16]=2)=[O:12])[C:8](=[O:28])[C@@H:7]1[NH:29][C:30](=[O:38])[CH2:31][C:32]1[CH:37]=[CH:36][CH:35]=[CH:34][CH:33]=1)[C:2]([CH3:4])=[O:3].S(Cl)([Cl:41])=O.N1C=CC=CC=1>C(Cl)Cl>[CH2:1]([O:5][C@H:6]1[N:9]([CH:10]([Cl:41])[C:11]([O:13][CH:14]([C:21]2[CH:26]=[CH:25][CH:24]=[CH:23][CH:22]=2)[C:15]2[CH:20]=[CH:19][CH:18]=[CH:17][CH:16]=2)=[O:12])[C:8](=[O:28])[C@@H:7]1[NH:29][C:30](=[O:38])[CH2:31][C:32]1[CH:37]=[CH:36][CH:35]=[CH:34][CH:33]=1)[C:2]([CH3:4])=[O:3]. Procedure details: To a solution of diphenylmethyl α-[4(R)-acetonyloxy-3(R)-phenylacetamido-2-oxo-azetidin-1-yl]glycolate (2.136 g) in anhydrous methylene chloride (20 ml) are added thionyl chloride (0.90 ml) and pyridine (0.33 ml) with stirring at 0° C. After stirring for 1 hour at 0° C., the mixture is poured into ice water, and extracted with ethyl acetate. The organic layer is washed with water, dried over sodium sulfate, and evaporated under reduced pressure to give the crude product of a mixture of epimers a... Reactants: Cc1ccccc1, O=C(O)C(=O)O, CCCCCC(O)C1CCCC1=O. Product: CCCCCC=C1CCCC1=O. As a reaction SMILES: [CH3:20][c:21]1[cH:22][cH:23][cH:24][cH:25][cH:26]1.[OH:14][C:15]([C:16](=[O:17])[OH:18])=[O:19].[OH:1][CH:2]([CH2:3][CH2:4][CH2:5][CH2:6][CH3:7])[CH:8]1[C:9](=[O:13])[CH2:10][CH2:11][CH2:12]1>>[CH:2]([CH2:3][CH2:4][CH2:5][CH2:6][CH3:7])=[C:8]1[C:9](=[O:13])[CH2:10][CH2:11][CH2:12]1. Starting materials: CCOC(=O)CC1CCc2ccc(NC(=O)OC(C)(C)C)cc2C1, CI, CN(C)C=O, [H-], [Na+]. The product is CCOC(=O)CC1CCc2ccc(N(C)C(=O)OC(C)(C)C)cc2C1. As a reaction SMILES: [C:1]([CH3:2])([CH3:3])([CH3:4])[O:5][C:6](=[O:7])[NH:8][c:9]1[cH:10][cH:11][c:12]2[c:17]([cH:18]1)[CH2:16][CH:15]([CH2:19][C:20](=[O:21])[O:22][CH2:23][CH3:24])[CH2:14][CH2:13]2.[CH3:27][I:28].[CH3:29][N:30]([CH3:31])[CH:32]=[O:33].[H-:25].[Na+:26]>>[C:1]([CH3:2])([CH3:3])([CH3:4])[O:5][C:6](=[O:7])[N:8]([c:9]1[cH:10][cH:11][c:12]2[c:17]([cH:18]1)[CH2:16][CH:15]([CH2:19][C:20](=[O:21])[O:22][CH2:23][CH3:24])[CH2:14][CH2:13]2)[CH3:27]. The reactants are CC(C)I, [K+], [K+], O=C([O-])[O-], CN(C)C=O, O, O=c1ccn(-c2cccc(C(F)(F)F)c2)nc1-c1c[nH]nc1-c1ccccc1. The product is CC(C)n1ncc(-c2nn(-c3cccc(C(F)(F)F)c3)ccc2=O)c1-c1ccccc1. As a reaction SMILES: [I:29][CH:30]([CH3:31])[CH3:32].[K+:33].[K+:34].[O-:35][C:36]([O-:37])=[O:38].[O:40]=[CH:41][N:42]([CH3:43])[CH3:44].[OH2:39].[c:1]1(-[c:7]2[n:8][nH:9][cH:10][c:11]2-[c:12]2[n:13][n:14](-[c:19]3[cH:20][c:21]([C:25]([F:26])([F:27])[F:28])[cH:22][cH:23][cH:24]3)[cH:15][cH:16][c:17]2=[O:18])[cH:2][cH:3][cH:4][cH:5][cH:6]1>>[c:1]1(-[c:7]2[n:8]([CH:30]([CH3:31])[CH3:32])[n:9][cH:10][c:11]2-[c:12]2[n:13][n:14](-[c:19]3[cH:20][c:21]([C:25]([F:26])([F:27])[F:28])[cH:22][cH:23][cH:24]3)[cH:15][cH:16][c:17]2=[O:18])[cH:2][cH:3][cH:4][cH:5][cH:6]1. Yield: 1.4%. Starting materials: C(C=C)C1(CN(CC2=C1N(C=1C=CC(=CC21)C)CC(=C)C2=CC=NC=C2)C)C (4-Allyl-2,4,8-trimethyl-5-(2-pyridin-4-yl-allyl)-2,3,4,5-tetrahydro-1H-pyrido[4,3-b]indole). Reaction conditions: temperature 100 celsius. Procedure details: 4-Allyl-2,4,8-trimethyl-5-(2-pyridin-4-yl-allyl)-2,3,4,5-tetrahydro-1H-pyrido[4,3-b]indole (300 mg, 0.808 mmol) was dissolved in DCM and the solution was purged with nitrogen for 5 min. Hoveyda-Grubbs 2nd generation catalyst (40 mg, 8 mol %) was added, the solution was re-purged with nitrogen and heated at 100° C. for 16 h. The reaction mixture was cooled to RT, filtered through Celite and the filtrate was concentrated under reduced pressure. The residue was purified by reverse phase chromatogra... The product is CN1CC=2C=3C=C(C=CC3N3C2C(C1)(CC=C(C3)C3=CC=NC=C3)C)C (2,3a,10-trimethyl-6-pyridin-4-yl-1,2,3,3a,4,7-hexahydro-2,7a-diaza-cyclohepta[jk]fluorene). Reaction SMILES: [CH2:1]([C:4]1([CH3:28])[C:9]2[N:10]([CH2:18][C:19]([C:21]3[CH:26]=[CH:25][N:24]=[CH:23][CH:22]=3)=C)[C:11]3[CH:12]=[CH:13][C:14]([CH3:17])=[CH:15][C:16]=3[C:8]=2[CH2:7][N:6]([CH3:27])[CH2:5]1)[CH:2]=C>C(Cl)Cl>[CH3:27][N:6]1[CH2:5][C:4]2([CH3:28])[CH2:1][CH:2]=[C:19]([C:21]3[CH:22]=[CH:23][N:24]=[CH:25][CH:26]=3)[CH2:18][N:10]3[C:9]2=[C:8]([C:16]2[CH:15]=[C:14]([CH3:17])[CH:13]=[CH:12][C:11]=23)[CH2:7]1. Solvent: C(Cl)Cl (DCM).